Dataset: the Open Reaction Database (ORD), a public repository of structured organic reaction records. Task: describe an organic reaction: reactants, conditions, products, and yield Starting materials: CC1=C(C(=CC(=C1)OCCCS(=O)(=O)C)C)C1=CC(=CC=C1)C=O (2′,6′-dimethyl-4′-(3-(methylsulfonyl)propoxy)-[1,1′-biphenyl]-3-carbaldehyde), O (water), CC1(OB(OC1(C)C)C1=CC=C(N)C=C1)C (4-(4,4,5,5-tetramethyl-1,3,2-dioxaborolan-2-yl)aniline), resultant solution, C(C)(=O)O[BH-](OC(C)=O)OC(C)=O.[Na+] (sodium triacetoxyborohydride). The solvent is C(Cl)Cl (methylene chloride). Product: CC1=C(C(=CC(=C1)OCCCS(=O)(=O)C)C)C1=CC(=CC=C1)CNC1=CC=C(C=C1)B1OC(C(O1)(C)C)(C)C (N-((2′,6′-dimethyl-4′-(3-(methylsulfonyl)propoxy)-[1,1′-biphenyl]-3-yl)methyl)-4-(4,4,5,5-tetramethyl-1,3,2-dioxaborolan-2-yl)aniline). The yield is 88.6%. As a reaction SMILES: [CH3:1][C:2]1[CH:7]=[C:6]([O:8][CH2:9][CH2:10][CH2:11][S:12]([CH3:15])(=[O:14])=[O:13])[CH:5]=[C:4]([CH3:16])[C:3]=1[C:17]1[CH:22]=[CH:21][CH:20]=[C:19]([CH:23]=O)[CH:18]=1.[CH3:25][C:26]1([CH3:40])[C:30]([CH3:32])([CH3:31])[O:29][B:28]([C:33]2[CH:39]=[CH:38][C:36]([NH2:37])=[CH:35][CH:34]=2)[O:27]1.C(O[BH-](OC(=O)C)OC(=O)C)(=O)C.[Na+].O>C(Cl)Cl>[CH3:16][C:4]1[CH:5]=[C:6]([O:8][CH2:9][CH2:10][CH2:11][S:12]([CH3:15])(=[O:13])=[O:14])[CH:7]=[C:2]([CH3:1])[C:3]=1[C:17]1[CH:22]=[CH:21][CH:20]=[C:19]([CH2:23][NH:37][C:36]2[CH:38]=[CH:39][C:33]([B:28]3[O:27][C:26]([CH3:40])([CH3:25])[C:30]([CH3:31])([CH3:32])[O:29]3)=[CH:34][CH:35]=2)[CH:18]=1 |f:2.3|. Reported procedure: 2′,6′-dimethyl-4′-(3-(methylsulfonyl)propoxy)-[1,1′-biphenyl]-3-carbaldehyde (1.0 g) synthesized according to a method described in [WO 2008/001931 pamphlet, (Reference Example 18)] and 4-(4,4,5,5-tetramethyl-1,3,2-dioxaborolan-2-yl)aniline (0.63 g) were dissolved in methylene chloride (10 mL), and to the resultant solution, sodium triacetoxyborohydride (1.84 g) was added, followed by stirring the resultant reaction mixture at room temperature for 14 hours. To the reaction mixture, water (20 mL)... Reactants: CC1=C(C=CC(=C1)O)O (2-methylbenzene-1,4-diol), BrCC(=O)OCC (ethyl 2-bromoacetate), C([O-])([O-])=O.[K+].[K+] (potassium carbonate). The solvent is C(C)#N (acetonitrile). Run at temperature 80 celsius. Yields the product OC1=C(C=C(OCC(=O)OCC)C=C1)C (ethyl 2-(4-hydroxy-3-methylphenoxy)acetate). RXN SMILES: [CH3:1][C:2]1[CH:7]=[C:6]([OH:8])[CH:5]=[CH:4][C:3]=1[OH:9].Br[CH2:11][C:12]([O:14][CH2:15][CH3:16])=[O:13].C(=O)([O-])[O-].[K+].[K+]>C(#N)C>[OH:9][C:3]1[CH:4]=[CH:5][C:6]([O:8][CH2:11][C:12]([O:14][CH2:15][CH3:16])=[O:13])=[CH:7][C:2]=1[CH3:1] |f:2.3.4|. Reported procedure: A mixture of 2-methylbenzene-1,4-diol (5 g, 40.2 mmol), ethyl 2-bromoacetate (1.1 eq.), and potassium carbonate (2 eq.) in acetonitrile (50 mL) was heated at 80° C. for 18 hours. The reaction was cooled to room temperature, and the acetonitrile was removed in vacuo. Water was added and the crude residue was extracted with ethyl acetate. The organic layer was washed with brine, dried over sodium sulfate, filtered and concentrated in vacuo. The residue was purified by silica gel chromatography (0-... Starting materials: ice water, C(C)(C)NC(C)C (diisopropylamine), C(=O)OCC (ethyl formate), C(CCC)[Li] (n-butyllithium), O1C(CCCC1)OC1=CC=C(C=C1)CC#N (4-tetrahydropyran-2-yloxyphenylacetonitrile). Run in O1CCCC1 (tetrahydrofuran), C(C)(=O)O (acetic acid). Run at time 18 hour. The product is C(#N)C(C=O)C1=CC=C(C=C1)OC1OCCCC1 (2-cyano-2-(4-tetrahydropyran-2-yloxyphenyl)acetaldehyde). Reaction SMILES: C(NC(C)C)(C)C.C([Li])CCC.[O:13]1[CH2:18][CH2:17][CH2:16][CH2:15][CH:14]1[O:19][C:20]1[CH:25]=[CH:24][C:23]([CH2:26][C:27]#[N:28])=[CH:22][CH:21]=1.[CH:29](OCC)=[O:30]>C(O)(=O)C.O1CCCC1>[C:27]([CH:26]([C:23]1[CH:24]=[CH:25][C:20]([O:19][CH:14]2[CH2:15][CH2:16][CH2:17][CH2:18][O:13]2)=[CH:21][CH:22]=1)[CH:29]=[O:30])#[N:28]. Reported procedure: To a cold (0° C) solution of 20.2 g. of diisopropylamine in 70 ml. of anhydrous tetrahydrofuran, is added 12.8 g. of n-butyllithium, and 10 g. of 4-tetrahydropyran-2-yloxyphenylacetonitrile, under nitrogen atmosphere, the resulting mixture is stirred at 0° C for 30 minutes and then 7.4 g. of ethyl formate is added. The reaction mixture is stirred for 18 hours at room temperature, under nitrogen atmosphere, poured into ice water and acidified to pH 5 with 10% acetic acid. It is then extracted thr... Starting materials: C(C)(C)(C)OC(=O)NCC1CCN(CC1)C1=CC(=NC(=N1)Cl)C(=O)OC (methyl 6-(4-(((tert-butoxycarbonyl)amino)methyl)piperidin-1-yl)-2-chloropyrimidine-4-carboxylate), CO (MeOH). The reagents and catalysts are [Pd] (Pd/C). Solvent: CCN(CC)CC (Et3N). Run at time 6 hour. The product is C(C)(C)(C)OC(=O)NCC1CCN(CC1)C1=CC(=NC=N1)C(=O)OC (methyl 6-(4-(((tert-butoxycarbonyl)amino)methyl)piperidin-1-yl)pyrimidine-4-carboxylate). Reaction SMILES: [C:1]([O:5][C:6]([NH:8][CH2:9][CH:10]1[CH2:15][CH2:14][N:13]([C:16]2[N:21]=[C:20](Cl)[N:19]=[C:18]([C:23]([O:25][CH3:26])=[O:24])[CH:17]=2)[CH2:12][CH2:11]1)=[O:7])([CH3:4])([CH3:3])[CH3:2].CO>[Pd].CCN(CC)CC>[C:1]([O:5][C:6]([NH:8][CH2:9][CH:10]1[CH2:15][CH2:14][N:13]([C:16]2[N:21]=[CH:20][N:19]=[C:18]([C:23]([O:25][CH3:26])=[O:24])[CH:17]=2)[CH2:12][CH2:11]1)=[O:7])([CH3:4])([CH3:3])[CH3:2]. Reported procedure: A 50 mL round-bottomed flask was charged with methyl 6-(4-(((tert-butoxycarbonyl)amino)methyl)piperidin-1-yl)-2-chloropyrimidine-4-carboxylate and MeOH (4 mL) and Et3N (0.4 mL). 10% Pd/C (104 mg, 0.25 equiv.) was added under argon. The reaction mixture was stirred for 6 h under 1 atm H2. The catalyst was filtered and the solvent was evaporated to give the crude desired product (150 mg, 110% crude yield) which was used directly in the next step. LC-MS m/z 351 (M+1). Starting materials: O=C([O-])[O-], CB1OB(C)OB(C)O1, COc1ccccc1-c1c[nH]c2ncc(-c3cccc(C(=O)N(C)C)c3)c(Cl)c12, [K+], [K+], C1COCCO1, c1ccc(P(c2ccccc2)(c2ccccc2)[Pd](P(c2ccccc2)(c2ccccc2)c2ccccc2)(P(c2ccccc2)(c2ccccc2)c2ccccc2)P(c2ccccc2)(c2ccccc2)c2ccccc2)cc1. The product is COc1ccccc1-c1c[nH]c2ncc(-c3cccc(C(=O)N(C)C)c3)c(C)c12. As a reaction SMILES: [C:39](=[O:40])([O-:41])[O-:42].[CH3:30][B:31]1[O:32][B:33]([CH3:34])[O:35][B:36]([CH3:37])[O:38]1.[Cl:1][c:2]1[c:3]2[c:4]([n:5][cH:6][c:7]1-[c:8]1[cH:9][c:10]([C:11](=[O:12])[N:13]([CH3:14])[CH3:15])[cH:16][cH:17][cH:18]1)[nH:19][cH:20][c:21]2-[c:22]1[c:23]([O:28][CH3:29])[cH:24][cH:25][cH:26][cH:27]1.[K+:43].[K+:44].[O:122]1[CH2:123][CH2:124][O:125][CH2:126][CH2:127]1.[cH:45]1[cH:46][cH:47][c:48]([P:49]([Pd:50]([P:51]([c:52]2[cH:53][cH:54][cH:55][cH:56][cH:57]2)([c:58]2[cH:59][cH:60][cH:61][cH:62][cH:63]2)[c:64]2[cH:65][cH:66][cH:67][cH:68][cH:69]2)([P:70]([c:71]2[cH:72][cH:73][cH:74][cH:75][cH:76]2)([c:77]2[cH:78][cH:79][cH:80][cH:81][cH:82]2)[c:83]2[cH:84][cH:85][cH:86][cH:87][cH:88]2)[P:89]([c:90]2[cH:91][cH:92][cH:93][cH:94][cH:95]2)([c:96]2[cH:97][cH:98][cH:99][cH:100][cH:101]2)[c:102]2[cH:103][cH:104][cH:105][cH:106][cH:107]2)([c:108]2[cH:109][cH:110][cH:111][cH:112][cH:113]2)[c:114]2[cH:115][cH:116][cH:117][cH:118][cH:119]2)[cH:120][cH:121]1>>[c:2]1([CH3:30])[c:3]2[c:4]([n:5][cH:6][c:7]1-[c:8]1[cH:9][c:10]([C:11](=[O:12])[N:13]([CH3:14])[CH3:15])[cH:16][cH:17][cH:18]1)[nH:19][cH:20][c:21]2-[c:22]1[c:23]([O:28][CH3:29])[cH:24][cH:25][cH:26][cH:27]1. Reaction SMILES: [F:1][C:2]1[CH:22]=[CH:21][C:5]([O:6][C:7]2[CH:12]=[CH:11][C:10]([C:13]3[N:17]([CH2:18][CH2:19][OH:20])[N:16]=[CH:15][CH:14]=3)=[CH:9][CH:8]=2)=[CH:4][CH:3]=1.[O-:23][C:24]#[N:25].[Na+].FC(F)(F)C(O)=O>C1(C)C=CC=CC=1.C([O-])(O)=O.[Na+]>[C:24]([O:20][CH2:19][CH2:18][N:17]1[C:13]([C:10]2[CH:9]=[CH:8][C:7]([O:6][C:5]3[CH:21]=[CH:22][C:2]([F:1])=[CH:3][CH:4]=3)=[CH:12][CH:11]=2)=[CH:14][CH:15]=[N:16]1)(=[O:23])[NH2:25] |f:1.2,5.6|. Procedure details: A solution of 2-[5-[4-(4-fluorophenoxy)phenyl]-pyrazol-1-yl]ethanol (118 mg, 0.40 mmol) in 1 mL of toluene was treated with solid sodium cyanate (2 eq.; 53 mg, 0.82 mmol) added in one portion. The resulting mixture was cooled in an ice-water bath and neat trifluoroacetic acid (60 μL, 89 mg, 0.78 mmol) was added dropwise via syringe. The reaction was stirred at room temperature. After 2 hours, the reaction had completely solidified and an additional 1 mL of toluene was added. After stirring overn... Run at time 2 hour. Run in C(=O)(O)[O-].[Na+] (NaHCO3), C1(=CC=CC=C1)C (toluene), C1(=CC=CC=C1)C (toluene). Yields the product C(N)(=O)OCCN1N=CC=C1C1=CC=C(C=C1)OC1=CC=C(C=C1)F (1-(2-Carbamoyloxyethyl)-5-[4-(4-fluorophenoxy)phenyl]-1H-pyrazole). Isolated yield 15.4%. Starting materials: FC1=CC=C(OC2=CC=C(C=C2)C2=CC=NN2CCO)C=C1 (2-[5-[4-(4-fluorophenoxy)phenyl]-pyrazol-1-yl]ethanol), [O-]C#N.[Na+] (sodium cyanate), FC(C(=O)O)(F)F (trifluoroacetic acid). Starting materials: S(C)(=O)(=O)OC1=C(C=C(C(=C1)[N+](=O)[O-])OC)C (2-methyl-4-methoxy-5-nitropheyl mesylate), [OH-].[Na+] (sodium hydroxide), Cl (hydrochloric acid). Run in CO (methanol), O (water), O (water). Product: CC1=C(C=C(C(=C1)OC)[N+](=O)[O-])O (2-methyl-4-methoxy-5-nitrophenol). The yield is 100.0%. Reaction SMILES: S([O:5][C:6]1[CH:11]=[C:10]([N+:12]([O-:14])=[O:13])[C:9]([O:15][CH3:16])=[CH:8][C:7]=1[CH3:17])(=O)(=O)C.[OH-].[Na+].Cl>CO.O>[CH3:17][C:7]1[CH:8]=[C:9]([O:15][CH3:16])[C:10]([N+:12]([O-:14])=[O:13])=[CH:11][C:6]=1[OH:5] |f:1.2|. Procedure details: In 110 ml of methanol was dissolved 15.5 g (59.4 mmol) of 2-methyl-4-methoxy-5-nitropheyl mesylate. Then 6.5 g of sodium hydroxide dissolved in 20 ml of water was added thereto. The obtained mixture was heated under reflux for 1 hour. After cooling, concentrated hydrochloric acid was added to thereby acidify the mixture. Then 400 ml of water was added and crystals were precipitated. The crystals were collected by filtration and washed with water. Thus 10.9 g (59.4 mmol) of 2-methyl-4-methoxy-5-n... Reactants: FC1=CC=C(C=C1)C(CC1=CC=C(C=C1)S(=O)(=O)C)=O (1-(4-fluorophenyl)-2-(4-methylsulfonylphenyl)ethanone), CN(C=O)C (N,N-dimethylformamide), ice water, P(=O)(Cl)(Cl)Cl (phosphorus oxychloride). The solvent is C(Cl)(Cl)Cl (chloroform). Run at temperature 20 celsius, time 2 hour. The product is ClC(=C(C=O)C1=CC=C(C=C1)S(=O)(=O)C)C1=CC=C(C=C1)F (3-chloro-3-(4-fluorophenyl)-2-(4-methylsulfonylphenyl)acrylaldehyde). The yield is 88.6%. RXN SMILES: [F:1][C:2]1[CH:7]=[CH:6][C:5]([C:8](=O)[CH2:9][C:10]2[CH:15]=[CH:14][C:13]([S:16]([CH3:19])(=[O:18])=[O:17])=[CH:12][CH:11]=2)=[CH:4][CH:3]=1.CN(C)[CH:23]=[O:24].P(Cl)(Cl)([Cl:28])=O>C(Cl)(Cl)Cl>[Cl:28][C:8]([C:5]1[CH:6]=[CH:7][C:2]([F:1])=[CH:3][CH:4]=1)=[C:9]([C:10]1[CH:15]=[CH:14][C:13]([S:16]([CH3:19])(=[O:18])=[O:17])=[CH:12][CH:11]=1)[CH:23]=[O:24]. Procedure details: A 54 g quantity (0.18 mole) of 1-(4-fluorophenyl)-2-(4-methylsulfonylphenyl)ethanone was suspended in a mixture of 500 ml of chloroform and 57 ml (0.74 mole) of N,N-dimethylformamide. To the suspension was added dropwise with stirring 60 ml (0.64 mole) of phosphorus oxychloride over a period of 30 minutes with cooling in an ice-saline solution bath. After the addition, the resulting mixture was further stirred at 20° C. for 2 hours and refluxed with heating for 18 hours. After being cooled to ro... Reactants: CSc1cccc2c3c([nH]c12)CCN(C(=O)OC(C)(C)C)C3, COCCOC, CI, [K+], [OH-]. The product is CSc1cccc2c3c(n(C)c12)CCN(C(=O)OC(C)(C)C)C3. Reaction SMILES: [CH3:1][S:2][c:3]1[cH:4][cH:5][cH:6][c:7]2[c:8]3[c:9]([nH:10][c:11]12)[CH2:12][CH2:13][N:14]([C:16](=[O:17])[O:18][C:19]([CH3:20])([CH3:21])[CH3:22])[CH2:15]3.[CH3:27][O:28][CH2:29][CH2:30][O:31][CH3:32].[I:25][CH3:26].[K+:24].[OH-:23]>>[CH3:1][S:2][c:3]1[cH:4][cH:5][cH:6][c:7]2[c:8]3[c:9]([n:10]([CH3:26])[c:11]12)[CH2:12][CH2:13][N:14]([C:16](=[O:17])[O:18][C:19]([CH3:20])([CH3:21])[CH3:22])[CH2:15]3. Starting materials: C(C)(C)N(C1=C(OCC2=CC=C(C=CC(=O)O)C=C2)C=C(C=C1)C(F)(F)F)S(=O)(=O)C1=CC=CC=C1 (4-[2-(N-isopropyl-phenylsulfonylamino)-5-trifluoromethylphenoxymethyl]cinnamic acid), [OH-].[Na+] (NaOH). The solvent is CO (MeOH). Product: [Na+].C(C)(C)N(C1=C(OCC2=CC=C(C=CC(=O)[O-])C=C2)C=C(C=C1)C(F)(F)F)S(=O)(=O)C1=CC=CC=C1 (4-[2-(N-isopropyl-phenylsulfonylamino)-5-trifluoromethylphenoxymethyl]cinnamic acid sodium salt). As a reaction SMILES: [CH:1]([N:4]([S:28]([C:31]1[CH:36]=[CH:35][CH:34]=[CH:33][CH:32]=1)(=[O:30])=[O:29])[C:5]1[CH:23]=[CH:22][C:21]([C:24]([F:27])([F:26])[F:25])=[CH:20][C:6]=1[O:7][CH2:8][C:9]1[CH:19]=[CH:18][C:12]([CH:13]=[CH:14][C:15]([OH:17])=[O:16])=[CH:11][CH:10]=1)([CH3:3])[CH3:2].[OH-].[Na+:38]>CO>[Na+:38].[CH:1]([N:4]([S:28]([C:31]1[CH:32]=[CH:33][CH:34]=[CH:35][CH:36]=1)(=[O:29])=[O:30])[C:5]1[CH:23]=[CH:22][C:21]([C:24]([F:26])([F:25])[F:27])=[CH:20][C:6]=1[O:7][CH2:8][C:9]1[CH:10]=[CH:11][C:12]([CH:13]=[CH:14][C:15]([O-:17])=[O:16])=[CH:18][CH:19]=1)([CH3:3])[CH3:2] |f:1.2,4.5|. Procedure details: To a solution of 4-[2-(N-isopropyl-phenylsulfonylamino)-5-trifluoromethylphenoxymethyl]cinnamic acid (425 mg; prepared in Example 18(40).) in MeOH (5 ml), 2N NaOH (0.41 ml) was added. The mixture was stirred at room temperature. The mixture was distilled off azeotropically with benzene three times to give the title compound (430 mg) having the following physical data.